The task is: describe an organic reaction: reactants, conditions, products, and yield. This data is from the Open Reaction Database (ORD), a public repository of structured organic reaction records. Starting materials: CN1C(NC(C=2N(C=NC12)CCC)=O)=O (3-Methyl-7-propylxanthine), COC1=CC=C(OCCCCCCBr)C=C1 (6-(4-methoxyphenoxy)hexyl bromide), Example 9 ( a ). The product is COC1=CC=C(OCCCCCCN2C(=O)N(C=3N=CN(C3C2=O)CCC)C)C=C1 (1-[6-(4-methoxyphenoxy)hexyl]-3-methyl-7-propylxanthine). The yield is 47.0%. As a reaction SMILES: [CH3:1][N:2]1[C:10]2[N:9]=[CH:8][N:7]([CH2:11][CH2:12][CH3:13])[C:6]=2[C:5](=[O:14])[NH:4][C:3]1=[O:15].[CH3:16][O:17][C:18]1[CH:31]=[CH:30][C:21]([O:22][CH2:23][CH2:24][CH2:25][CH2:26][CH2:27][CH2:28]Br)=[CH:20][CH:19]=1>>[CH3:16][O:17][C:18]1[CH:31]=[CH:30][C:21]([O:22][CH2:23][CH2:24][CH2:25][CH2:26][CH2:27][CH2:28][N:4]2[C:5](=[O:14])[C:6]3[N:7]([CH2:11][CH2:12][CH3:13])[CH:8]=[N:9][C:10]=3[N:2]([CH3:1])[C:3]2=[O:15])=[CH:20][CH:19]=1. Procedure details: 3-Methyl-7-propylxanthine and 6-(4-methoxyphenoxy)hexyl bromide were reacted and treated in substantially the same manner as described in Example 9 (a) to give 1-[6-(4-methoxyphenoxy)hexyl]-3-methyl-7-propylxanthine (47%). Starting materials: [BH4-], CC(=O)COCC1CC(OS(C)(=O)=O)CN1C(=O)OCc1ccccc1, CC(C)=O, CCO, [Na+]. Yields the product CC(O)COCC1CC(OS(C)(=O)=O)CN1C(=O)OCc1ccccc1. As a reaction SMILES: [BH4-:27].[CH2:1]([c:2]1[cH:3][cH:4][cH:5][cH:6][cH:7]1)[O:8][C:9](=[O:10])[N:11]1[CH:12]([CH2:21][O:22][CH2:23][C:24]([CH3:25])=[O:26])[CH2:13][CH:14]([O:16][S:17](=[O:18])(=[O:19])[CH3:20])[CH2:15]1.[CH3:29][C:30](=[O:31])[CH3:32].[CH3:33][CH2:34][OH:35].[Na+:28]>>[CH2:1]([c:2]1[cH:3][cH:4][cH:5][cH:6][cH:7]1)[O:8][C:9](=[O:10])[N:11]1[CH:12]([CH2:21][O:22][CH2:23][CH:24]([CH3:25])[OH:26])[CH2:13][CH:14]([O:16][S:17](=[O:18])(=[O:19])[CH3:20])[CH2:15]1. Reactants: CC(C)(C)OC(=O)c1ccc2[nH]ccc2c1, CO, O=C1CCC(=O)N1Cl. Yields the product CC(C)(C)OC(=O)c1ccc2[nH]cc(Cl)c2c1. As a reaction SMILES: [C:1]([CH3:2])([CH3:3])([CH3:4])[O:5][C:6](=[O:7])[c:8]1[cH:9][c:10]2[cH:11][cH:12][nH:13][c:14]2[cH:15][cH:16]1.[CH3:25][OH:26].[Cl:17][N:18]1[C:19](=[O:20])[CH2:21][CH2:22][C:23]1=[O:24]>>[C:1]([CH3:2])([CH3:3])([CH3:4])[O:5][C:6](=[O:7])[c:8]1[cH:9][c:10]2[c:11]([Cl:17])[cH:12][nH:13][c:14]2[cH:15][cH:16]1. Reactants: O=S1(N(CCC1)C1=NC=C(C(=O)OCC)C=C1)=O (ethyl 6-(1,1-dioxo-1λ6-isothiazolidin-2-yl)nicotinate), C1(CC1)C=1C=C(C(=NC1)N1CCNCC1)C (1-(5-cyclopropyl-3-methylpyridin-2-yl)piperazine). The product is C1(CC1)C=1C=C(C(=NC1)N1CCN(CC1)C(=O)C=1C=NC(=CC1)N1S(CCC1)(=O)=O)C ([4-(5-cyclopropyl-3-methylpyridin-2-yl)piperazin-1-yl][6-(1,1-dioxo-1λ6-isothiazolidin-2-yl)pyridin-3-yl]methanone). The yield is 30.0%. RXN SMILES: [O:1]=[S:2]1(=[O:18])[CH2:6][CH2:5][CH2:4][N:3]1[C:7]1[CH:17]=[CH:16][C:10]([C:11]([O:13]CC)=O)=[CH:9][N:8]=1.[CH:19]1([C:22]2[CH:23]=[C:24]([CH3:34])[C:25]([N:28]3[CH2:33][CH2:32][NH:31][CH2:30][CH2:29]3)=[N:26][CH:27]=2)[CH2:21][CH2:20]1>>[CH:19]1([C:22]2[CH:23]=[C:24]([CH3:34])[C:25]([N:28]3[CH2:29][CH2:30][N:31]([C:11]([C:10]4[CH:9]=[N:8][C:7]([N:3]5[CH2:4][CH2:5][CH2:6][S:2]5(=[O:1])=[O:18])=[CH:17][CH:16]=4)=[O:13])[CH2:32][CH2:33]3)=[N:26][CH:27]=2)[CH2:21][CH2:20]1. Procedure details: Using ethyl 6-(1,1-dioxo-1λ6-isothiazolidin-2-yl)nicotinate (194 mg) described in Preparation Example 25 and 1-(5-cyclopropyl-3-methylpyridin-2-yl)piperazine (170 mg) described in Preparation Example 83 and by the reaction and treatment in the same manner as in Example 109, the title compound (95 mg) was obtained. The reactants are N1C(CCC1=O)=O (pyrrolidine-2,5-dione), C[Si]([N-][Si](C)(C)C)(C)C.[Na+] (sodiumhexamethyldisilazid), O1CCOC12CC=C(CC2)C2=NC=CC=C2O (2-(1,4-Dioxa-spiro[4.5]dec-7-en-8-yl)-pyridin-3-ol). Run in CN(C)C=O (DMF). Reaction conditions: temperature 80 celsius, time 30 minute. The product is O1CCOC12CCC(CC2)N2C(CCC2=O)=O (1-(1,4-dioxaspiro[4.5]decan-8-yl)pyrrolidine-2,5-dione). Reaction SMILES: [NH:1]1[C:5](=[O:6])[CH2:4][CH2:3][C:2]1=[O:7].C[Si](C)(C)[N-][Si](C)(C)C.[Na+].[O:18]1[C:22]2([CH2:27][CH2:26][C:25](C3C(O)=CC=CN=3)=[CH:24][CH2:23]2)[O:21][CH2:20][CH2:19]1>CN(C=O)C>[O:18]1[C:22]2([CH2:27][CH2:26][CH:25]([N:1]3[C:5](=[O:6])[CH2:4][CH2:3][C:2]3=[O:7])[CH2:24][CH2:23]2)[O:21][CH2:20][CH2:19]1 |f:1.2|. Procedure: A solution of pyrrolidine-2,5-dione (210 mg, 2 mmol) in DMF was treated with sodiumhexamethyldisilazid (1.5 eq), stirred for 30 min and treated with 4-dioxaspiro[4.5]decan-8-yl methanesulfonate (250 mg, 1 mmol) from example 1, step A, and heated at 80° C. for 18 h. DMF was removed under vacuum and the residue was purified by silica column chromatography to give the title compound. Starting materials: C(C)(C)(C)OC(=O)N1[C@H](CCC1)C(=O)O ((R)-pyrrolidine-1,2-dicarboxylic acid 1-tert-butyl ester), Cl.C1(CC1)NC (cyclopropyl-methyl-amine hydrochloride), C=1C=CC2=C(C1)N=NN2O (HOBt), CCN=C=NCCCN(C)C (EDAC), TEA. The solvent is CN(C)C=O (DMF). Reaction conditions: time 48 hour. Product: C(C)(C)(C)OC(=O)N1[C@H](CCC1)C(N(C)C1CC1)=O ((R)-2-(cyclopropyl-methyl-carbamoyl)-pyrrolidine-1-carboxylic acid tert-butyl ester). RXN SMILES: [C:1]([O:5][C:6]([N:8]1[CH2:12][CH2:11][CH2:10][C@@H:9]1[C:13]([OH:15])=O)=[O:7])([CH3:4])([CH3:3])[CH3:2].Cl.[CH:17]1([NH:20][CH3:21])[CH2:19][CH2:18]1.C1C=CC2N(O)N=NC=2C=1.CCN=C=NCCCN(C)C>CN(C=O)C>[C:1]([O:5][C:6]([N:8]1[CH2:12][CH2:11][CH2:10][C@@H:9]1[C:13](=[O:15])[N:20]([CH:17]1[CH2:19][CH2:18]1)[CH3:21])=[O:7])([CH3:2])([CH3:3])[CH3:4] |f:1.2|. Procedure details: A mixture of (R)-pyrrolidine-1,2-dicarboxylic acid 1-tert-butyl ester (788 mg, 1 eq.), cyclopropyl-methyl-amine hydrochloride (478 mg, 1.2 eq.), HOBt (7.48 mg, 1.5 eq.), EDAC (1.05 g, 1.5 eq.) and TEA (1.5 mL, 3 eq.) in DMF (15 mL) was stirred at rt for 48 hours. The reaction was concentrated, diluted with sodium bicarbonate and extracted with DCM. The combined DCM was washed with brine, dried, concentrated, purified on a silica gel column to give (R)-2-(cyclopropyl-methyl-carbamoyl)-pyrrolidine... Starting materials: ON1C(C=2C(C1=O)=CC=CC2)=O (N-hydroxyphthalimide), [O-]O.C1(=CC=CC=C1)C(C)C (cumene hydroperoxide). Solvent: C1(=CC=CC=C1)C (toluene), C1(=CC=CC=C1)C (toluene). Run at time 8 hour. Product: C(C1=CC=CC=C1)OO (Benzyl hydroperoxide). RXN SMILES: ON1C(=O)[C:5]2=[CH:8][CH:9]=[CH:10][CH:11]=[C:4]2[C:3]1=[O:12].[O-:13]O.C1(C(C)C)C=CC=CC=1>C1(C)C=CC=CC=1>[CH2:3]([O:12][OH:13])[C:4]1[CH:5]=[CH:8][CH:9]=[CH:10][CH:11]=1 |f:1.2|. Procedure: 0.3 mmol of N-hydroxyphthalimide and 0.6 mmol of cumene hydroperoxide are added at a temperature of 125° C. to 30 mmol of toluene in a round-bottomed flask having an attached reflux condenser. The reaction mixture is stirred for 8 hours at said temperature under an oxygen atmosphere of 1 bar. Benzyl hydroperoxide is obtained at a selectivity of 51.7% at a toluene conversion rate of 8%. Other products are benzaldehyde (24.6%) and benzoic acid (23.6%). Starting materials: CCO, CC(C)I, Cl, [H-], CC(C)(S)C(N)C(=O)O, [Na+]. The product is CC(C)SC(C)(C)C(N)C(=O)O. RXN SMILES: [CH3:17][CH2:18][OH:19].[CH:12]([CH3:13])([CH3:14])[I:15].[ClH:16].[H-:2].[NH2:3][CH:4]([C:5]([CH3:6])([CH3:7])[SH:8])[C:9](=[O:10])[OH:11].[Na+:1]>>[NH2:3][CH:4]([C:5]([CH3:6])([CH3:7])[S:8][CH:12]([CH3:13])[CH3:14])[C:9](=[O:10])[OH:11]. Reactants: O=C([O-])[O-], COc1ncc(B(O)O)cn1, Clc1nc(NCc2ccccn2)c2c(-c3ccccc3)cccc2n1, [K+], [K+], CN(C)C=O, O, c1ccc(P(c2ccccc2)(c2ccccc2)[Pd](P(c2ccccc2)(c2ccccc2)c2ccccc2)(P(c2ccccc2)(c2ccccc2)c2ccccc2)P(c2ccccc2)(c2ccccc2)c2ccccc2)cc1. Product: COc1ncc(-c2nc(NCc3ccccn3)c3c(-c4ccccc4)cccc3n2)cn1. Reaction SMILES: [C:37](=[O:38])([O-:39])[O-:40].[CH3:26][O:27][c:28]1[n:29][cH:30][c:31]([B:34]([OH:35])[OH:36])[cH:32][n:33]1.[Cl:1][c:2]1[n:3][c:4]2[cH:5][cH:6][cH:7][c:8](-[c:20]3[cH:21][cH:22][cH:23][cH:24][cH:25]3)[c:9]2[c:10]([NH:12][CH2:13][c:14]2[n:15][cH:16][cH:17][cH:18][cH:19]2)[n:11]1.[K+:41].[K+:42].[O:43]=[CH:44][N:45]([CH3:46])[CH3:47].[OH2:48].[cH:49]1[cH:50][cH:51][c:52]([P:53]([Pd:54]([P:55]([c:56]2[cH:57][cH:58][cH:59][cH:60][cH:61]2)([c:62]2[cH:63][cH:64][cH:65][cH:66][cH:67]2)[c:68]2[cH:69][cH:70][cH:71][cH:72][cH:73]2)([P:74]([c:75]2[cH:76][cH:77][cH:78][cH:79][cH:80]2)([c:81]2[cH:82][cH:83][cH:84][cH:85][cH:86]2)[c:87]2[cH:88][cH:89][cH:90][cH:91][cH:92]2)[P:93]([c:94]2[cH:95][cH:96][cH:97][cH:98][cH:99]2)([c:100]2[cH:101][cH:102][cH:103][cH:104][cH:105]2)[c:106]2[cH:107][cH:108][cH:109][cH:110][cH:111]2)([c:112]2[cH:113][cH:114][cH:115][cH:116][cH:117]2)[c:118]2[cH:119][cH:120][cH:121][cH:122][cH:123]2)[cH:124][cH:125]1>>[c:2]1(-[c:31]2[cH:30][n:29][c:28]([O:27][CH3:26])[n:33][cH:32]2)[n:3][c:4]2[cH:5][cH:6][cH:7][c:8](-[c:20]3[cH:21][cH:22][cH:23][cH:24][cH:25]3)[c:9]2[c:10]([NH:12][CH2:13][c:14]2[n:15][cH:16][cH:17][cH:18][cH:19]2)[n:11]1.